This data is from the Open Reaction Database (ORD), a public repository of structured organic reaction records. The task is: describe an organic reaction: reactants, conditions, products, and yield Starting materials: BrC=1C=CC2=C(CCCCC2=O)C1 (2-bromo-benzo[b]cycloheptanone), N1=CC=C(C=C1)C1=C2C(=NN1)C1=C(CCC2)C=CC=C1 (3-(4-pyridyl)-2,4,5,6-tetra-hydrobenzo[6,7]-cyclohepta[1,2-c]pyrazole), COC1=CC2=C(CCCC=3C2=NNC3C3=CC=NC=C3)C=C1 (9-methoxy-3-(4-pyridyl)-2,4,5,6-tetrahydrobenzo[6,7]cyclohepta [1,2-c]pyrazole), BrC=1C=CC2=C(CC(CCC2=O)OC)C1 (2-bromo-8-methoxy-benzo[b]cycloheptanone), C1CC2=CC=CC=C2C(=O)C1Br (2-bromo-α-tetralone). The product is N1=CC=C(C=C1)C1=C2C(=NN1)C1=CC=CC=C1CC2 (4,5-dihydro-3-(4-pyridyl)-2H-naphtho[1,2-c]pyrazole). As a reaction SMILES: BrC1C=CC2C(=O)CCCCC=2C=1.BrC1C=CC2C(=O)CCC(OC)CC=2C=1.C1C(Br)C(=O)C2C(=CC=CC=2)C1.[N:41]1[CH:46]=[CH:45][C:44]([C:47]2[NH:51][N:50]=[C:49]3[C:52]4[CH:60]=[CH:59][CH:58]=[CH:57][C:53]=4C[CH2:55][CH2:56][C:48]=23)=[CH:43][CH:42]=1.COC1C=CC2CCCC3C(=NNC=3C3C=CN=CC=3)C=2C=1>>[N:41]1[CH:46]=[CH:45][C:44]([C:47]2[NH:51][N:50]=[C:49]3[C:52]4[C:53]([CH2:55][CH2:56][C:48]=23)=[CH:57][CH:58]=[CH:59][CH:60]=4)=[CH:43][CH:42]=1. Procedure: When an equivalent amount of 2-bromo-benzo[b]cycloheptanone or 2-bromo-8-methoxy-benzo[b]cycloheptanone is substituted for the 2-bromo-α-tetralone in step A of example 1 above, there is obtained following the processes of steps A of example 1 and B above, 3-(4-pyridyl)-2,4,5,6-tetra-hydrobenzo[6,7]-cyclohepta[1,2-c]pyrazole(m.p. 217°-219°C) or 9-methoxy-3-(4-pyridyl)-2,4,5,6-tetrahydrobenzo[6,7]cyclohepta [1,2-c]pyrazole (m.p. 200°-201°C) respectively. Starting materials: O=S(c1ccc(C=Cc2nc(CS(=O)(=O)c3ccc(Br)cc3)co2)cc1)C(F)(F)F, O=C([O-])[O-], C=CCCn1ccnn1, C1CCOC1, CCOC(C)=O, B1C2CCCC1CCC2, CN(C)C=O, [Cs+], [Cs+]. Product: O=S(c1ccc(C=Cc2nc(CS(=O)(=O)c3ccc(CCCCn4ccnn4)cc3)co2)cc1)C(F)(F)F. As a reaction SMILES: [Br:19][c:20]1[cH:21][cH:22][c:23]([S:26](=[O:27])(=[O:28])[CH2:29][c:30]2[n:31][c:32]([CH:35]=[CH:36][c:37]3[cH:38][cH:39][c:40]([S:43](=[O:44])[C:45]([F:46])([F:47])[F:48])[cH:41][cH:42]3)[o:33][cH:34]2)[cH:24][cH:25]1.[C:49](=[O:50])([O-:51])[O-:52].[CH2:1]([CH2:2][CH:3]=[CH2:4])[n:5]1[n:6][n:7][cH:8][cH:9]1.[CH2:55]1[O:56][CH2:57][CH2:58][CH2:59]1.[CH3:65][CH2:66][O:67][C:68](=[O:69])[CH3:70].[CH:10]12[CH2:11][CH2:12][CH2:13][CH:14]([BH:15]1)[CH2:16][CH2:17][CH2:18]2.[CH:60]([N:61]([CH3:62])[CH3:63])=[O:64].[Cs+:53].[Cs+:54]>>[CH2:1]([CH2:2][CH2:3][CH2:4][c:20]1[cH:21][cH:22][c:23]([S:26](=[O:27])(=[O:28])[CH2:29][c:30]2[n:31][c:32]([CH:35]=[CH:36][c:37]3[cH:38][cH:39][c:40]([S:43](=[O:44])[C:45]([F:46])([F:47])[F:48])[cH:41][cH:42]3)[o:33][cH:34]2)[cH:24][cH:25]1)[n:5]1[n:6][n:7][cH:8][cH:9]1. Reactants: CC(=O)O, ClCCl, Cl, [K+], O=N[O-], NC(N)=O, CC(C)n1nc(Br)c2ccc(N)cc2c1=O, [Na+], [Na+], CCOC(=S)[S-], [OH-], O, O=S(=O)(O)O. Product: CC(C)n1nc(Br)c2ccc(S)cc2c1=O. Reaction SMILES: [C:40]([OH:41])(=[O:42])[CH3:43].[Cl:45][CH2:46][Cl:47].[ClH:39].[K+:36].[N:22]([O-:23])=[O:24].[NH2:26][C:27](=[O:28])[NH2:29].[NH2:6][c:7]1[cH:8][cH:9][c:10]2[c:11]([Br:21])[n:12][n:13]([CH:18]([CH3:19])[CH3:20])[c:14](=[O:17])[c:15]2[cH:16]1.[Na+:25].[Na+:38].[O:30]([CH2:31][CH3:33])[C:34](=[S:32])[S-:35].[OH-:37].[OH2:44].[S:1](=[O:2])(=[O:3])([OH:4])[OH:5]>>[c:7]1([SH:32])[cH:8][cH:9][c:10]2[c:11]([Br:21])[n:12][n:13]([CH:18]([CH3:19])[CH3:20])[c:14](=[O:17])[c:15]2[cH:16]1. Starting materials: ClC=1C2=C(N=C(N1)C(F)(F)F)CN(CC2)CC2=CC=CC=C2 (4-Chloro-7-(phenylmethyl)-2-(trifluoromethyl)-5,6,7,8-tetrahydropyrido[3,4-d]pyrimidine), C[O-].[Na+] (sodium methoxide). The solvent is CO (methanol). Yields the product COC=1C2=C(N=C(N1)C(F)(F)F)CN(CC2)CC2=CC=CC=C2 (4-Methoxy-7-(phenylmethyl)-2-(trifluoromethyl)-5,6,7,8-tetrahydropyrido[3,4-d]pyrimidine). As a reaction SMILES: Cl[C:2]1[C:3]2[CH2:15][CH2:14][N:13]([CH2:16][C:17]3[CH:22]=[CH:21][CH:20]=[CH:19][CH:18]=3)[CH2:12][C:4]=2[N:5]=[C:6]([C:8]([F:11])([F:10])[F:9])[N:7]=1.[CH3:23][O-:24].[Na+]>CO>[CH3:23][O:24][C:2]1[C:3]2[CH2:15][CH2:14][N:13]([CH2:16][C:17]3[CH:22]=[CH:21][CH:20]=[CH:19][CH:18]=3)[CH2:12][C:4]=2[N:5]=[C:6]([C:8]([F:11])([F:10])[F:9])[N:7]=1 |f:1.2|. Procedure details: 4-Chloro-7-(phenylmethyl)-2-(trifluoromethyl)-5,6,7,8-tetrahydropyrido[3,4-d]pyrimidine (98 mg, 0.30 mmol) and 1.5 mL of 0.5 M sodium methoxide in methanol was warmed to 60° C. overnight. The mixture was concentrated under nitrogen and partitioned between ether and water. The ether layer was washed with brine, dried and concentrated to give 94 mg of the title compound as a yellow oil. LC-MS 324.0 (M+1). The reactants are Cl.C(C1=CC=CC=C1)ON (O-benzylhydroxylamine hydrochloride), ClC1=NC(=C(C=C1C(=O)O)F)Cl (2,6-dichloro-5-fluoro-3-pyridinecarboxylic acid), C(C(=O)Cl)(=O)Cl (oxalyl chloride). The reagents and catalysts are C(C)N(CC)CC (triethylamine), CN(C)C=O (DMF). Run in ClCCl (dichloromethane), C(C)(=O)OCC (ethyl acetate), ClCCl (dichloromethane). Yields the product C(C1=CC=CC=C1)ONC(=O)C=1C(=NC(=C(C1)F)Cl)Cl (N-Benzyloxy-2,6-dichloro-5-fluoro-3-pyridinecarboxamide). Yield: 49.6%. As a reaction SMILES: [Cl:1][C:2]1[C:7]([C:8]([OH:10])=O)=[CH:6][C:5]([F:11])=[C:4]([Cl:12])[N:3]=1.C(Cl)(=O)C(Cl)=O.Cl.[CH2:20]([O:27][NH2:28])[C:21]1[CH:26]=[CH:25][CH:24]=[CH:23][CH:22]=1>CN(C=O)C.ClCCl.C(OCC)(=O)C.C(N(CC)CC)C>[CH2:20]([O:27][NH:28][C:8]([C:7]1[C:2]([Cl:1])=[N:3][C:4]([Cl:12])=[C:5]([F:11])[CH:6]=1)=[O:10])[C:21]1[CH:26]=[CH:25][CH:24]=[CH:23][CH:22]=1 |f:2.3|. Reported procedure: To a suspension of 2,6-dichloro-5-fluoro-3-pyridinecarboxylic acid (20.00 g, 95.2 mmol) and a few drops of DMF in dichloromethane (200 mL) was added oxalyl chloride (24.6 mL, 0.282 mol) dropwise. The mixture was stirred at room temperature until evolution of gas ceased, and the reaction mixture was evaporated under reduced pressure to remove excess of the reagent. The residue was dissolved in dichloromethane (200 mL) and O-benzylhydroxylamine hydrochloride (16.71 g, 0.105 mol) in dichloromethane... Reactants: C1COCCO1, ClCCl, Cl, [Na+], CC(C)CN(CC1OC(C)(C)N(C(=O)OC2COC3OCCC23)C1Cc1ccc(O)cc1)S(=O)(=O)c1ccc2c(c1)OCO2, [OH-], O. Yields the product CC(C)CN(CC(O)C(Cc1ccc(O)cc1)NC(=O)OC1COC2OCCC12)S(=O)(=O)c1ccc2c(c1)OCO2. RXN SMILES: [CH2:48]1[O:49][CH2:50][CH2:51][O:52][CH2:53]1.[Cl:54][CH2:55][Cl:56].[ClH:45].[Na+:47].[O:1]1[CH2:2][O:3][c:4]2[c:5]1[cH:6][cH:7][c:8]([S:10](=[O:11])(=[O:12])[N:13]([CH2:14][CH:15]([CH3:16])[CH3:17])[CH2:18][CH:19]1[CH:20]([CH2:37][c:38]3[cH:39][cH:40][c:41]([OH:44])[cH:42][cH:43]3)[N:21]([C:26](=[O:27])[O:28][CH:29]3[CH2:30][O:31][CH:32]4[O:33][CH2:34][CH2:35][CH:36]34)[C:22]([CH3:24])([CH3:25])[O:23]1)[cH:9]2.[OH-:46].[OH2:57]>>[O:1]1[CH2:2][O:3][c:4]2[c:5]1[cH:6][cH:7][c:8]([S:10](=[O:11])(=[O:12])[N:13]([CH2:14][CH:15]([CH3:16])[CH3:17])[CH2:18][CH:19]([CH:20]([NH:21][C:26](=[O:27])[O:28][CH:29]1[CH2:30][O:31][CH:32]3[O:33][CH2:34][CH2:35][CH:36]13)[CH2:37][c:38]1[cH:39][cH:40][c:41]([OH:44])[cH:42][cH:43]1)[OH:23])[cH:9]2.